This data is from the Open Reaction Database (ORD), a public repository of structured organic reaction records. The task is: describe an organic reaction: reactants, conditions, products, and yield Reactants: COC=1C=C(CN2C[C@@H](CC2)NC(OC(C)(C)C)=O)C=CC1 (tert-butyl [(3R)-1-(3-methoxybenzyl)-3-pyrrolidinyl]carbamate), Cl.C(C)(=O)OCC (HCl ethyl acetate). The solvent is C(C)(=O)OCC (ethyl acetate). Run at time 1.5 hour. The product is Cl.Cl.COC=1C=C(CN2C[C@@H](CC2)N)C=CC1 ((3R)-1-(3-methoxybenzyl)-3-pyrrolidinamine dihydrochloride). As a reaction SMILES: [CH3:1][O:2][C:3]1[CH:4]=[C:5]([CH:20]=[CH:21][CH:22]=1)[CH2:6][N:7]1[CH2:11][CH2:10][C@@H:9]([NH:12]C(=O)OC(C)(C)C)[CH2:8]1.[ClH:23].C(OCC)(=O)C>C(OCC)(=O)C>[ClH:23].[ClH:23].[CH3:1][O:2][C:3]1[CH:4]=[C:5]([CH:20]=[CH:21][CH:22]=1)[CH2:6][N:7]1[CH2:11][CH2:10][C@@H:9]([NH2:12])[CH2:8]1 |f:1.2,4.5.6|. Procedure: To a solution of tert-butyl [(3R)-1-(3-methoxybenzyl)-3-pyrrolidinyl]carbamate (739 mg) in ethyl acetate (3.7 mL) was added 4N HCl-ethyl acetate (6.0 mL), which was stirred at room temperature for 1.5 hours. The mixture was concentrated to give (3R)-1-(3-methoxybenzyl)-3-pyrrolidinamine dihydrochloride (702 mg) as a off-white amorphous.